describe an organic reaction: reactants, conditions, products, and yield From a dataset of the Open Reaction Database (ORD), a public repository of structured organic reaction records. The reactants are CCOC(=O)/N=N/C(=O)OCC (Diethylazodicarboxylate), OCC1=CC=CC2=CC=CC=C12 (1-(hydroxymethyl)naphthalene), C1(=CC=CC=C1)P(C1=CC=CC=C1)C1=CC=CC=C1 (triphenyl phosphine), ON1C(C=2C(C1=O)=CC=CC2)=O (N-hydroxyphthalimide). Run in C1CCOC1 (THF), CCOCC (Et2O). Run at time 8 hour. Product: C1(=CC=CC2=CC=CC=C12)CON1C(C=2C(C1=O)=CC=CC2)=O (N-(1-naphthyl)methoxyphthalimide). Yield: 63.0%. Reaction SMILES: [OH:1][CH2:2][C:3]1[C:12]2[C:7](=[CH:8][CH:9]=[CH:10][CH:11]=2)[CH:6]=[CH:5][CH:4]=1.C1(P(C2C=CC=CC=2)C2C=CC=CC=2)C=CC=CC=1.O[N:33]1[C:37](=[O:38])[C:36]2=[CH:39][CH:40]=[CH:41][CH:42]=[C:35]2[C:34]1=[O:43].CCOC(/N=N/C(OCC)=O)=O>C1COCC1.CCOCC>[C:3]1([CH2:2][O:1][N:33]2[C:34](=[O:43])[C:35]3=[CH:42][CH:41]=[CH:40][CH:39]=[C:36]3[C:37]2=[O:38])[C:12]2[C:7](=[CH:8][CH:9]=[CH:10][CH:11]=2)[CH:6]=[CH:5][CH:4]=1. Procedure: 1-(hydroxymethyl)naphthalene (1.00 g, 6.33 mmol), triphenyl phosphine (1.73 g, 6.60 mmol, 1.04 equiv) and N-hydroxyphthalimide (1.08 g, 6.63 mmol, 1.05 equiv) were dissolved in 25 mL of dry THF. Diethylazodicarboxylate (1.09 mL, 6.93 mmol, 1.09 equiv) was then added dropwise and the reaction was stirred overnight. The reaction mixture was diluted with 25 mL of Et2O and placed in a freezer for 2 hours. The reaction mixture was then filtered to give a white solid. Recrystallization from EtOH gave ... The reactants are C1(=CC=C(C=C1)S(=O)(=O)OS(=O)(=O)C1=CC=C(C=C1)C)C (para-toluenesulphonic anhydride), ClC=1C=NC2=CC=C(N=C2C1C(CN1C[C@H]([C@H](CC1)NC(OC(C)(C)C)=O)O)CO)OC (1,1-dimethylethyl ((3R,45)-1-{(2R/S)-2-[3-chloro-6-(methyloxy)-1,5-naphthyridin-4-yl]-3-hydroxypropyl}-3-hydroxy-4-piperidinyl)carbamate), C(C)(C)N(CC)C(C)C (diisopropylethylamine), C1(=CC=C(C=C1)S(=O)(=O)OS(=O)(=O)C1=CC=C(C=C1)C)C (para-toluenesulphonic anhydride). The solvent is ClCCl (dichloromethane). Yields the product ClC=1C=NC=2C=CC(N3C2C1C(C3)=C)=O (3-Chloro-4-methylidene-4,5-dihydro-7H-pyrrolo[3,2,1-de]-1,5-naphthyridin-7-one). RXN SMILES: [Cl:1][C:2]1[CH:3]=[N:4][C:5]2[C:10]([C:11]=1[CH:12]([CH2:29]O)[CH2:13]N1CC[C@H](NC(=O)OC(C)(C)C)[C@H](O)C1)=[N:9][C:8]([O:31]C)=[CH:7][CH:6]=2.C(N(C(C)C)CC)(C)C.C1(C)C=CC(S(OS(C2C=CC(C)=CC=2)(=O)=O)(=O)=O)=CC=1>ClCCl>[Cl:1][C:2]1[CH:3]=[N:4][C:5]2[CH:6]=[CH:7][C:8](=[O:31])[N:9]3[CH2:13][C:12](=[CH2:29])[C:11]=1[C:10]=23. Procedure details: A solution of 1,1-dimethylethyl ((3R,45)-1-{(2R/S)-2-[3-chloro-6-(methyloxy)-1,5-naphthyridin-4-yl]-3-hydroxypropyl}-3-hydroxy-4-piperidinyl)carbamate (8.75 g, 18.7 mmol) and diisopropylethylamine (4.9 ml) in dichloromethane (90 ml) was treated at 0° C. under argon with para-toluenesulphonic anhydride (6.7 g, 20.6 mmol). After 3 hours at room temperature more para-toluenesulphonic anhydride (0.7 g) was added. After 2.5 days the mixture was washed with saturated aqueous sodium bicarbonate solutio... The reactants are Cc1ccccc1, OCC#Cc1ccc(F)c(Cl)c1. Product: OCCCc1ccc(F)c(Cl)c1. Reaction SMILES: [CH3:13][c:14]1[cH:15][cH:16][cH:17][cH:18][cH:19]1.[Cl:1][c:2]1[cH:3][c:4]([C:9]#[C:10][CH2:11][OH:12])[cH:5][cH:6][c:7]1[F:8]>>[Cl:1][c:2]1[cH:3][c:4]([CH2:9][CH2:10][CH2:11][OH:12])[cH:5][cH:6][c:7]1[F:8].